From a dataset of the Open Reaction Database (ORD), a public repository of structured organic reaction records. describe an organic reaction: reactants, conditions, products, and yield Reactants: [O-2].[O-2].[O-2].[Sb+3].[Sb+3] (Nyacol A-1530), [Sb]=O (antimony oxide), O=[Si]=O (Nyacol), polybutadiene, C=CC1=CC=CC=C1 (styrene), C(C=C)#N (acrylonitrile), polybutadiene, [Sb]=O (antimony oxide). Product: [Sb]=O (antimony oxide), CC=CC1=CC=CC=C1 (methylstyrene), C(C=C)#N (acrylonitrile). As a reaction SMILES: [Sb:1]=[O:2].O=[Si]=O.[O-2].[O-2].[O-2].[Sb+3].[Sb+3].[CH2:11]=[CH:12][C:13]1[CH:18]=[CH:17][CH:16]=[CH:15][CH:14]=1.[C:19](#[N:22])[CH:20]=[CH2:21]>>[Sb:1]=[O:2].[CH3:19][CH:11]=[CH:12][C:13]1[CH:18]=[CH:17][CH:16]=[CH:15][CH:14]=1.[C:19](#[N:22])[CH:20]=[CH2:21] |f:2.3.4.5.6,^1:0,22|. Reported procedure: An aqueous colloidal dispersion of antimony oxide sold by Nyacol, Inc., Ashland, Mass. under the trade name Nyacol A-1530, containing 30 weight percent antimony oxide was added to an aqueous anionic latex containing 40 weight percent of polybutadiene grafted with 20 parts of an interpolymer containing 70 percent styrene and 30 percent acrylonitrile per 100 parts of polybutadiene and was stirred to provide a uniform blend. The procedure of Example 1 was then carried out to obtain a blend of rubbe... The reactants are C23H24Cl2N4O2, ClC1=C(C(=O)O)C=CC(=C1)C(=O)NC(C)C1=NC2=C(N1)C=CC(=C2)Cl (rac.-2-chloro-4-{N-[1-(5-chloro-1H-benzimidazol-2-yl)ethyl]aminocarbonyl}benzoic acid), CC1NC(CC1)C (2,5-dimethylpyrrolidine), C(C)(C)N(CC)C(C)C (diisopropylethylamine), ClCl (chlorine). Run in CS(=O)C (DMSO). The product is ClC=1C=C(C(=O)NC(C)C2=NC3=C(N2)C=CC(=C3)Cl)C=CC1C(=O)N1C(CCC1C)C (rac.-3-chloro-N-[1-(5-chloro-1H-benzimidazol-2-yl)ethyl]-4-(2,5-dimethylpyrrolidin 1-ylcarbonyl)benzamide). Reaction SMILES: [Cl:1][C:2]1[CH:10]=[C:9]([C:11]([NH:13][CH:14]([C:16]2[NH:20][C:19]3[CH:21]=[CH:22][C:23]([Cl:25])=[CH:24][C:18]=3[N:17]=2)[CH3:15])=[O:12])[CH:8]=[CH:7][C:3]=1[C:4]([OH:6])=O.[CH3:26][CH:27]1[CH2:31][CH2:30][CH:29]([CH3:32])[NH:28]1.C(N(C(C)C)CC)(C)C.ClCl>CS(C)=O>[Cl:1][C:2]1[CH:10]=[C:9]([CH:8]=[CH:7][C:3]=1[C:4]([N:28]1[CH:29]([CH3:32])[CH2:30][CH2:31][CH:27]1[CH3:26])=[O:6])[C:11]([NH:13][CH:14]([C:16]1[NH:20][C:19]2[CH:21]=[CH:22][C:23]([Cl:25])=[CH:24][C:18]=2[N:17]=1)[CH3:15])=[O:12]. Reported procedure: Prepared analogously to Example 1d from rac.-2-chloro-4-{N-[1-(5-chloro-1H-benzimidazol-2-yl)ethyl]aminocarbonyl}benzoic acid, 2,5-dimethylpyrrolidine, PFTU, and diisopropylethylamine in DMSO at ambient temperature. HPLC-MS results: retention time: 4.53 minutes; C23H24Cl2N4O2 (459.38); mass spectrum: (N−H)−=458/460/462 (chlorine isotope). The reactants are CC1=CC=CC=C1 (methylbenzene), Cl (hydrogen chloride), 98.5, ClC1=CC(=C(C=C1)NC1CCN(CC1)CCCN1C(N(C2=C1C=CC=C2)C(=C)C)=O)[N+](=O)[O-] (1-[3-{4-[(4-chloro-2-nitrophenyl)amino]-1-piperidinyl}propyl]-1,3-dihydro-3-(1-methylethenyl)-2H-benzimidazol-2-one). The solvent is CC(C)O (2-propanol). Yields the product 68, ClC1=CC(=C(C=C1)NC1CCN(CC1)CCCN1C(NC2=C1C=CC=C2)=O)[N+](=O)[O-] (1-[3-{4-[(4-chloro-2-nitrophenyl)amino]-1-piperidinyl}-propyl]-1,3-dihydro-2H-benzimidazol-2-one). Isolated yield 75.5%. As a reaction SMILES: [Cl:1][C:2]1[CH:7]=[CH:6][C:5]([NH:8][CH:9]2[CH2:14][CH2:13][N:12]([CH2:15][CH2:16][CH2:17][N:18]3[C:22]4[CH:23]=[CH:24][CH:25]=[CH:26][C:21]=4[N:20](C(C)=C)[C:19]3=[O:30])[CH2:11][CH2:10]2)=[C:4]([N+:31]([O-:33])=[O:32])[CH:3]=1.CC1C=CC=CC=1.Cl>CC(O)C>[Cl:1][C:2]1[CH:7]=[CH:6][C:5]([NH:8][CH:9]2[CH2:10][CH2:11][N:12]([CH2:15][CH2:16][CH2:17][N:18]3[C:22]4[CH:23]=[CH:24][CH:25]=[CH:26][C:21]=4[NH:20][C:19]3=[O:30])[CH2:13][CH2:14]2)=[C:4]([N+:31]([O-:33])=[O:32])[CH:3]=1. Procedure details: A solution of 98.5 parts of 1-[3-{4-[(4-chloro-2-nitrophenyl)amino]-1-piperidinyl}propyl]-1,3-dihydro-3-(1-methylethenyl)-2H-benzimidazol-2-one in 360 parts of methylbenzene is acidified with 2-propanol, previously saturated with gaseous hydrogen chloride. After boiling for a while, an oil precipitates. The supernatant phase is decanted and the residual oil is suspended in water. The suspension is alkalized with a concentrated ammonium hydroxide solution. The product is extracted with methylbenz... Starting materials: O (water), OC1=CC=C(C=C1)N1C[C@H](CC1=O)C(=O)O ((S)-1-(4-hydroxy-phenyl)-5-oxo-pyrrolidine-3-carboxylic acid), S(O)(O)(=O)=O (sulfuric acid), COC(C)(C)OC (dimethoxypropane). Run in CO (methanol). The product is COC(=O)[C@@H]1CN(C(C1)=O)C1=CC=C(C=C1)O ((S)-1-(4-hydroxy-phenyl)-5-oxo-pyrrolidine-3-carboxylic acid methyl ester). Isolated yield 86.0%. Reaction SMILES: [OH:1][C:2]1[CH:7]=[CH:6][C:5]([N:8]2[C:12](=[O:13])[CH2:11][C@H:10]([C:14]([OH:16])=[O:15])[CH2:9]2)=[CH:4][CH:3]=1.S(=O)(=O)(O)O.[CH3:22]OC(OC)(C)C.O>CO>[CH3:22][O:15][C:14]([C@H:10]1[CH2:11][C:12](=[O:13])[N:8]([C:5]2[CH:4]=[CH:3][C:2]([OH:1])=[CH:7][CH:6]=2)[CH2:9]1)=[O:16]. Procedure details: A mixture of 26 g (117.5 mmol) of (S)-1-(4-hydroxy-phenyl)-5-oxo-pyrrolidine-3-carboxylic acid, 0.66 ml of sulfuric acid, and 100 ml of dimethoxypropane in 700 ml of methanol are heated to reflux for 3 hours. For the working-up, the reaction mixture is reduced to ⅘ of its volume, then the residue is added under stirring to a mixture of ice and water. The precipitated product is collected on a filter funnel, washed with cold water and finally dried under high vacuum to yield 23.7 g (86% of theory... Starting materials: O=C1C=C(CC(C)(C)C1)C (isophorone), O=C1C=C(CC(C)(C)C1)C (isophorone), C#N (HCN), COC([O-])=O.C[N+](C)(C)C (tetramethylammonium methylcarbonate). The product is O=C1C=C(CC(C)(C)C1)C (isophorone), C(#N)C1(CC(CC(C1)(C)C)=O)C (3-cyano-3,5,5-trimethylcyclohexanone). RXN SMILES: [O:1]=[C:2]1[CH2:9][C:6]([CH3:8])([CH3:7])[CH2:5][C:4]([CH3:10])=[CH:3]1.C#N.COC(=O)[O-].C[N+:19]([CH3:22])(C)C>>[O:1]=[C:2]1[CH2:9][C:6]([CH3:8])([CH3:7])[CH2:5][C:4]([CH3:10])=[CH:3]1.[C:22]([C:4]1([CH3:10])[CH2:5][C:6]([CH3:8])([CH3:7])[CH2:9][C:2](=[O:1])[CH2:3]1)#[N:19] |f:2.3|. Reported procedure: To 622 g (4.5 mol) of isophorone there are added, at 120° C. over a period of 120min, a mixture of 207.3 g (1.5mol) of isophorone and 81 g (3.0 mol) of HCN in the presence of 5.2 g (0.02 mol) of a 50% strength aqueous tetramethylammonium methylcarbonate solution. 10 min after the end of the metering operation the HCN concentration is only 140 ppm. Following neutralization with 4 g of H3PO4 the mixture is distilled. Following a first runoff of 3 g, there are obtained 422.6 g of isophorone and 476... Reactants: [H-].[Na+] (Sodium hydride), C12C(NC(C2C1)=O)=O (3-azabicyclo[3.1.0]hexane-2,4dione), C(CCCCCC=C)Br (7-octenyl bromide). Solvent: CN(C=O)C (dimethylformamide), O (water). Reaction conditions: time 16 hour. Yields the product C(CCCCCC=C)N1C(C2CC2C1=O)=O (3-(7-Octenyl)-3-azabicyclo[3.1.0]hexane-2,4-dione). As a reaction SMILES: [H-].[Na+].[CH:3]12[CH2:8][CH:7]1[C:6](=[O:9])[NH:5][C:4]2=[O:10].[CH2:11](Br)[CH2:12][CH2:13][CH2:14][CH2:15][CH2:16][CH:17]=[CH2:18]>CN(C)C=O.O>[CH2:18]([N:5]1[C:6](=[O:9])[CH:7]2[CH:3]([CH2:8]2)[C:4]1=[O:10])[CH2:17][CH2:16][CH2:15][CH2:14][CH2:13][CH:12]=[CH2:11] |f:0.1|. Reported procedure: Sodium hydride (0.11 g) was added to a solution of 3-azabicyclo[3.1.0]hexane-2,4dione (0.3 g) and 7-octenyl bromide (0.52 g) in dimethylformamide (5 ml) and the resulting mixture was stirred at room temperature under a nitrogen atmosphere for 16 hours. The mixture was diluted with water (15 ml) and then extracted with toluene (20 ml). The organic extract was washed with water (15 ml), dried (MgSO4) and evaporated in vacuo. The residue was purified by Kugelrohr distillation (boiling point 130-140...